Dataset: the Open Reaction Database (ORD), a public repository of structured organic reaction records. Task: describe an organic reaction: reactants, conditions, products, and yield The reactants are S(N)(O)(=O)=O (sulfamic acid), S(=S)(=O)([O-])[O-].[Na+].[Na+] (sodium thiosulfate), C(C1=CC=CC=C1)OC(=O)C=1OC(=CC1)C=O (5-formylfuran-2-carboxylic acid benzyl ester), Cl(=O)[O-].[Na+] (sodium chlorite), P(=O)(O)(O)[O-].[K+] (potassium dihydrogen phosphate). Solvent: O (water), C(C)#N (acetonitrile), O (water). Conditions: temperature 0 celsius. Yields the product C(C1=CC=CC=C1)OC(=O)C=1OC(=CC1)C(=O)O (Furan-2,5-dicarboxylic acid monobenzyl ester). Isolated yield 99.2%. RXN SMILES: [CH2:1]([O:8][C:9]([C:11]1[O:12][C:13]([CH:16]=[O:17])=[CH:14][CH:15]=1)=[O:10])[C:2]1[CH:7]=[CH:6][CH:5]=[CH:4][CH:3]=1.S(=O)(=O)([OH:20])N.Cl([O-])=O.[Na+].P([O-])(O)(O)=O.[K+].S([O-])([O-])(=O)=S.[Na+].[Na+]>C(#N)C.O>[CH2:1]([O:8][C:9]([C:11]1[O:12][C:13]([C:16]([OH:20])=[O:17])=[CH:14][CH:15]=1)=[O:10])[C:2]1[CH:7]=[CH:6][CH:5]=[CH:4][CH:3]=1 |f:2.3,4.5,6.7.8|. Procedure details: 490 mg of 5-formylfuran-2-carboxylic acid benzyl ester was dissolved in 10 mL of acetonitrile, and added with a solution containing 413 mg of sulfamic acid in 5 mL of water. After cooling to 0° C., a solution containing 202 mg of sodium chlorite and 232 mg of potassium dihydrogen phosphate in 5 mL of water was added dropwise. After cooling at this temperature for 30 minutes, sodium thiosulfate aqueous solution was added at 0° C. to stop the reaction, and extracted with a mixture of tetrahydrofur... Reactants: CC(C)CCSc1ncnc2c(N3CCS(=O)CC3)nc(Cl)nc12, NCCO. The product is CC(C)CCSc1ncnc2c(N3CCS(=O)CC3)nc(NCCO)nc12. Reaction SMILES: [Cl:1][c:2]1[n:3][c:4]([N:18]2[CH2:19][CH2:20][S:21](=[O:24])[CH2:22][CH2:23]2)[c:5]2[c:6]([n:7]1)[c:8]([S:12][CH2:13][CH2:14][CH:15]([CH3:16])[CH3:17])[n:9][cH:10][n:11]2.[OH:25][CH2:26][CH2:27][NH2:28]>>[c:2]1([NH:28][CH2:27][CH2:26][OH:25])[n:3][c:4]([N:18]2[CH2:19][CH2:20][S:21](=[O:24])[CH2:22][CH2:23]2)[c:5]2[c:6]([n:7]1)[c:8]([S:12][CH2:13][CH2:14][CH:15]([CH3:16])[CH3:17])[n:9][cH:10][n:11]2. The reactants are [Li]CCCC, CCCC[Sn](Cl)(CCCC)CCCC, CN(C)CCN(C)C, CN(C)CCCn1ccnc1, CCCCCC. Yields the product CCCC[Sn](CCCC)(CCCC)c1cncn1CCCN(C)C. Reaction SMILES: [CH2:20]([Li:21])[CH2:22][CH2:23][CH3:24].[CH2:25]([CH2:26][CH2:27][CH3:28])[Sn:29]([CH2:30][CH2:31][CH2:32][CH3:33])([CH2:34][CH2:35][CH2:36][CH3:37])[Cl:38].[CH3:12][N:13]([CH3:14])[CH2:15][CH2:16][N:17]([CH3:18])[CH3:19].[CH3:1][N:2]([CH3:3])[CH2:4][CH2:5][CH2:6][n:7]1[cH:8][n:9][cH:10][cH:11]1.[CH3:39][CH2:40][CH2:41][CH2:42][CH2:43][CH3:44]>>[CH3:1][N:2]([CH3:3])[CH2:4][CH2:5][CH2:6][n:7]1[cH:8][n:9][cH:10][c:11]1[Sn:29]([CH2:25][CH2:26][CH2:27][CH3:28])([CH2:30][CH2:31][CH2:32][CH3:33])[CH2:34][CH2:35][CH2:36][CH3:37].